From a dataset of the Open Reaction Database (ORD), a public repository of structured organic reaction records. describe an organic reaction: reactants, conditions, products, and yield Starting materials: CCOC(OCC)C(C)NC(=O)OCc1ccccc1, CO. Product: CCOC(OCC)C(C)N. RXN SMILES: [CH2:1]([CH3:2])[O:3][CH:4]([CH:5]([CH3:6])[NH:7][C:8](=[O:9])[O:10][CH2:11][c:12]1[cH:13][cH:14][cH:15][cH:16][cH:17]1)[O:18][CH2:19][CH3:20].[CH3:21][OH:22]>>[CH2:1]([CH3:2])[O:3][CH:4]([CH:5]([CH3:6])[NH2:7])[O:18][CH2:19][CH3:20].